The task is: describe an organic reaction: reactants, conditions, products, and yield. This data is from the Open Reaction Database (ORD), a public repository of structured organic reaction records. Reactants: C(C)(C)C1=CC=C(C(=O)O)C=C1 (4-isopropylbenzoic acid), S(=O)(Cl)Cl (thionyl chloride), CN(C=O)C (N,N-dimethylformamide). Solvent: C(Cl)Cl (methylene chloride). Run at time 1 hour. The product is C(C)(C)C1=CC=C(C(=O)Cl)C=C1 (4-isopropylbenzoic acid chloride). As a reaction SMILES: [CH:1]([C:4]1[CH:12]=[CH:11][C:7]([C:8](O)=[O:9])=[CH:6][CH:5]=1)([CH3:3])[CH3:2].S(Cl)([Cl:15])=O.CN(C)C=O>C(Cl)Cl>[CH:1]([C:4]1[CH:12]=[CH:11][C:7]([C:8]([Cl:15])=[O:9])=[CH:6][CH:5]=1)([CH3:3])[CH3:2]. Reported procedure: In 5 ml of methylene chloride was suspended 0.25 g of 4-isopropylbenzoic acid. Then, at ambient temperature, 0.12 ml of thionyl chloride and 0.03 ml of N,N-dimethylformamide were added. After stirring the mixture at the same temperature as above for one hour, the solvent was distilled off under reduced pressure, and an azeotropic distillation treatment using toluene was carried out to obtain 0.25 g of 4-isopropylbenzoic acid chloride. To a suspension of 0.50 g of trifluoroacetic acid salt of 2-(... Reactants: N1(CCC1)CCN1C(=NC(=C1)C1=CC(=NC=C1)C(C)C)C1CCNCC1 (4-[1-(2-azetidin-1-yl-ethyl)-2-piperidin-4-yl-1H-imidazol-4-yl]-2-isopropyl-pyridine), ClC1=C(C(=NC=N1)N)C1CC1 (6-chloro-5-cyclopropyl-pyrimidin-4-ylamine). As a reaction SMILES: [N:1]1([CH2:5][CH2:6][N:7]2[CH:11]=[C:10]([C:12]3[CH:17]=[CH:16][N:15]=[C:14]([CH:18]([CH3:20])[CH3:19])[CH:13]=3)[N:9]=[C:8]2[CH:21]2[CH2:26][CH2:25][NH:24][CH2:23][CH2:22]2)[CH2:4][CH2:3][CH2:2]1.Cl[C:28]1[N:33]=[CH:32][N:31]=[C:30]([NH2:34])[C:29]=1[CH:35]1[CH2:37][CH2:36]1>>[N:1]1([CH2:5][CH2:6][N:7]2[CH:11]=[C:10]([C:12]3[CH:17]=[CH:16][N:15]=[C:14]([CH:18]([CH3:20])[CH3:19])[CH:13]=3)[N:9]=[C:8]2[CH:21]2[CH2:22][CH2:23][N:24]([C:28]3[N:33]=[CH:32][N:31]=[C:30]([NH2:34])[C:29]=3[CH:35]3[CH2:37][CH2:36]3)[CH2:25][CH2:26]2)[CH2:4][CH2:3][CH2:2]1. Yields the product N1(CCC1)CCN1C(=NC(=C1)C1=CC(=NC=C1)C(C)C)C1CCN(CC1)C1=C(C(=NC=N1)N)C1CC1 (6-{4-[1-(2-Azetidin-1-yl-ethyl)-4-(2-isopropyl-pyridin-4-yl)-1H-imidazol-2-yl]-piperidin-1-yl}-5-cyclopropyl-pyrimidin-4-ylamine). Procedure: The title compound was prepared according to the procedure described for the preparation of compound “1” by using 4-[1-(2-azetidin-1-yl-ethyl)-2-piperidin-4-yl-1H-imidazol-4-yl]-2-isopropyl-pyridine and 6-chloro-5-cyclopropyl-pyrimidin-4-ylamine as the starting materials. LC-MS (M+H=487, obsd=487). 1H NMR (400 MHz, DMSO-d6) δ 8.38 (d, J=5.2 Hz, 1H), 7.92 (s, 1H), 7.81 (s, 1H), 7.52 (s, 1H), 7.46 (d, J=5.2 Hz, 1H), 6.17 (s, 2H), 4.19 (d, J=12.9 Hz, 2H), 3.92 (t, J=6.1 Hz, 2H), 3.12 (t, J=6.7 Hz, ... Starting materials: N=1C=CN2C1C=CC=C2S(=O)CCCCN2C(SCC2=O)=O (3-[4-(imidazo[1,2-a]pyridin-5-ylsulfinyl)butyl]thiazolidine-2,4-dione), C(CCC)=O (n-butyraldehyde), N1CCCCC1 (piperidine). The solvent is C(C)O (ethanol). The product is C(CCC)=C1C(N(C(S1)=O)CCCCS(=O)C1=CC=CC=2N1C=CN2)=O (5-butylidene-3-[4-(imidazo[1,2-a]pyridin-5-ylsulfinyl)butyl]thiazolidine-2,4-dione). Reaction SMILES: [N:1]1[CH:2]=[CH:3][N:4]2[C:9]([S:10]([CH2:12][CH2:13][CH2:14][CH2:15][N:16]3[C:20](=[O:21])[CH2:19][S:18][C:17]3=[O:22])=[O:11])=[CH:8][CH:7]=[CH:6][C:5]=12.[CH:23](=O)[CH2:24][CH2:25][CH3:26].N1CCCCC1>C(O)C>[CH:23](=[C:19]1[S:18][C:17](=[O:22])[N:16]([CH2:15][CH2:14][CH2:13][CH2:12][S:10]([C:9]2[N:4]3[CH:3]=[CH:2][N:1]=[C:5]3[CH:6]=[CH:7][CH:8]=2)=[O:11])[C:20]1=[O:21])[CH2:24][CH2:25][CH3:26]. Procedure: To a solution of 0.33 g (0.98 mmol) of 3-[4-(imidazo[1,2-a]pyridin-5-ylsulfinyl)butyl]thiazolidine-2,4-dione and 0.10 ml (1.1 mmol) of n-butyraldehyde in 5 ml of ethanol, 0.01 ml (0.1 mmol) of piperidine was added, followed by refluxing for 2 hours. After the reaction was cooled, the solvent was distilled off. The residue was dissolved in chloroform, washed with saturated aqueous sodium hydrogen carbonate and dried, after which the solvent was distilled off. The residue was purified by column ch... Starting materials: ClC1=CC=C(CC2CCC3(COC23C#N)C)C=C1 ((1RS,5RS)-4-(4-chlorobenzyl)-1-methyl-6-oxa-bicyclo[3,2,0]heptane-5-carbonitrile), COC(=O)C1(C(C(CC1)(C)CO)=O)CC1=CC=C(C=C1)Cl (1-(4-chlorobenzyl)-3-hydroxymethyl-3-methyl-2-oxo-cyclopentancarboxylic acid methyl ester), CO (methanol), aqueous solution, [H-].[Na+] (sodium hydride). Solvent: O (water), O1CCCC1 (tetrahydrofuran). Product: ClC1=CC=C(CC2CCC3(COC23CC(=O)N)C)C=C1 ((1RS,5RS)-4-(4-chlorobenzyl)-1-methyl-6-oxa-bicyclo[3,2,0]heptane-5-carboxyamide). As a reaction SMILES: ClC1C=CC(CC2[C:13]3([C:14]#[N:15])C(C)(CO3)CC2)=CC=1.COC([C:23]1([CH2:32][C:33]2[CH:38]=[CH:37][C:36]([Cl:39])=[CH:35][CH:34]=2)[CH2:27][CH2:26][C:25]([CH2:29]O)([CH3:28])[C:24]1=[O:31])=O.C[OH:41].[H-].[Na+]>O1CCCC1.O>[Cl:39][C:36]1[CH:35]=[CH:34][C:33]([CH2:32][CH:23]2[C:24]3([CH2:13][C:14]([NH2:15])=[O:41])[C:25]([CH3:28])([CH2:29][O:31]3)[CH2:26][CH2:27]2)=[CH:38][CH:37]=1 |f:3.4|. Procedure details: In 7 ml of tetrahydrofuran, 703 mg of Compound 5-1 obtained in Production Example 9 of Example 1 was dissolved. To the solution thus obtained, 7 ml of methanol and 5 ml of 25% aqueous solution of sodium hydride were added, and the resulting mixture was refluxed in hot water bath of 80° C. for 5 hours. After the reaction, the solvent was distilled away, and the residue was then mixed with water.